Dataset: the Open Reaction Database (ORD), a public repository of structured organic reaction records. Task: describe an organic reaction: reactants, conditions, products, and yield As a reaction SMILES: [CH2:37]1[O:38][CH2:39][CH2:40][CH2:41]1.[NH2:1][CH:2]([C:3](=[O:4])[N:5]([CH2:6][CH2:7][OH:8])[CH2:9][c:10]1[cH:11][cH:12][cH:13][cH:14][cH:15]1)[CH2:16][CH3:17].[c:18]1([P:19]([c:20]2[cH:21][cH:22][cH:23][cH:24][cH:25]2)[c:26]2[cH:27][cH:28][cH:29][cH:30][cH:31]2)[cH:32][cH:33][cH:34][cH:35][cH:36]1>>[NH:1]1[CH:2]([CH2:16][CH3:17])[C:3](=[O:4])[N:5]([CH2:9][c:10]2[cH:11][cH:12][cH:13][cH:14][cH:15]2)[CH2:6][CH2:7]1. Yields the product CCC1NCCN(Cc2ccccc2)C1=O. The reactants are C1CCOC1, CCC(N)C(=O)N(CCO)Cc1ccccc1, c1ccc(P(c2ccccc2)c2ccccc2)cc1. The reactants are COC(=O)C=1NN=C(C1)OCC=1C(=NOC1C)C1=CC=C(C=C1)F (5-[3-(4-fluoro-phenyl)-5-methyl-isoxazol-4-ylmethoxy]-2H-pyrazole-3-carboxylic acid methyl ester), CN(N)C (N,N-dimethylhydrazine). Product: CN(NC(=O)C=1NN=C(C1)OCC=1C(=NOC1C)C1=CC=C(C=C1)F)C (5-[3-(4-Fluoro-phenyl)-5-methyl-isoxazol-4-ylmethoxy]-2H-pyrazole-3-carboxylic acid N′,N′-dimethyl-hydrazide). Isolated yield 23.0%. RXN SMILES: CO[C:3]([C:5]1[NH:6][N:7]=[C:8]([O:10][CH2:11][C:12]2[C:13]([C:18]3[CH:23]=[CH:22][C:21]([F:24])=[CH:20][CH:19]=3)=[N:14][O:15][C:16]=2[CH3:17])[CH:9]=1)=[O:4].[CH3:25][N:26]([CH3:28])[NH2:27]>>[CH3:25][N:26]([CH3:28])[NH:27][C:3]([C:5]1[NH:6][N:7]=[C:8]([O:10][CH2:11][C:12]2[C:13]([C:18]3[CH:19]=[CH:20][C:21]([F:24])=[CH:22][CH:23]=3)=[N:14][O:15][C:16]=2[CH3:17])[CH:9]=1)=[O:4]. Procedure: As described for example 8b, 5-[3-(4-fluoro-phenyl)-5-methyl-isoxazol-4-ylmethoxy]-2H-pyrazole-3-carboxylic acid methyl ester (100 mg, 0.3 mmol) was converted, using N,N-dimethylhydrazine instead of 4-aminomorpholine, to the title compound (25 mg, 23%), which was obtained as a white solid after recrystallization from ethyl acetate. MS: m/e=360.2 [M+H]+. Reactants: BrC1=C(C2=C(N=C(S2)NC(=O)NCC)C=C1)O (1-(6-Bromo-7-hydroxy-2-benzothiazolyl)-3-ethyl-urea), C([O-])([O-])=O.[K+].[K+] (potassium carbonate), IC (iodomethane). The solvent is CN(C)C=O (DMF). Yields the product BrC1=C(C2=C(N=C(S2)NC(=O)NCC)C=C1)OC (1-(6-Bromo-7-methoxy-2-benzothiazolyl)-3-ethyl-urea). Isolated yield 2.0%. Reaction SMILES: [Br:1][C:2]1[CH:16]=[CH:15][C:5]2[N:6]=[C:7]([NH:9][C:10]([NH:12][CH2:13][CH3:14])=[O:11])[S:8][C:4]=2[C:3]=1[OH:17].[C:18](=O)([O-])[O-].[K+].[K+].IC>CN(C=O)C>[Br:1][C:2]1[CH:16]=[CH:15][C:5]2[N:6]=[C:7]([NH:9][C:10]([NH:12][CH2:13][CH3:14])=[O:11])[S:8][C:4]=2[C:3]=1[O:17][CH3:18] |f:1.2.3|. Reported procedure: A mixture of 1-(6-bromo-7-hydroxy-2-benzothiazolyl)-3-ethyl-urea 6, potassium carbonate and iodomethane in DMF was reacted to give 0.0034 g (2%) of the desired compound 10. 1H NMR (DMSO) δ 10.88 (br s, 1H, NH), 7.55 (d, 1H, J=8.5 Hz, ArH), 7.33 (d, 1H, J=8.5 Hz, ArH), 6.82 (br s, 1H, NH), 3.93 (s, 3H, CH3), 3.18 (m, 2H, CH2), 1.09 (t, 3H, J=7.2 Hz, CH3); LC/MS 330 (MH+); RP-HPLC RT 3.04 minutes. Starting materials: O (water), BrCCC1=CNC2=CC=CC=C12 (3-(2-bromoethyl)indole), Cl.FC1=C(C(=O)C2CCNCC2)C=CC=C1 (4-(2-fluorobenzoyl)piperidine hydrochloride), C([O-])([O-])=O.[K+].[K+] (potassium carbonate). Run in CN(C=O)C (dimethylformamide), CN(C=O)C (dimethylformamide). Run at time 24 hour. Yields the product FC1=C(C(=O)C2CCN(CC2)CCC2=CNC3=CC=CC=C23)C=CC=C1 (3-{2-[4-(2-fluorobenzoyl)piperidyl]ethyl}indole). Reaction SMILES: Br[CH2:2][CH2:3][C:4]1[C:12]2[C:7](=[CH:8][CH:9]=[CH:10][CH:11]=2)[NH:6][CH:5]=1.Cl.[F:14][C:15]1[CH:28]=[CH:27][CH:26]=[CH:25][C:16]=1[C:17]([CH:19]1[CH2:24][CH2:23][NH:22][CH2:21][CH2:20]1)=[O:18].C(=O)([O-])[O-].[K+].[K+].O>CN(C)C=O>[F:14][C:15]1[CH:28]=[CH:27][CH:26]=[CH:25][C:16]=1[C:17]([CH:19]1[CH2:24][CH2:23][N:22]([CH2:2][CH2:3][C:4]2[C:12]3[C:7](=[CH:8][CH:9]=[CH:10][CH:11]=3)[NH:6][CH:5]=2)[CH2:21][CH2:20]1)=[O:18] |f:1.2,3.4.5|. Procedure: A solution of 9.1 g of 3-(2-bromoethyl)indole in 100 ml of dimethylformamide is added to a stirring solution of 11.2 g of 4-(2-fluorobenzoyl)piperidine hydrochloride and 13 g of potassium carbonate in 400 ml of dimethylformamide. The reaction mixture is stirred at ambient temperature for 24 hours, and then 800 ml of water are added dropwise, yielding a dark precipitate. This mixture is again stirred at ambient temperature for 24 hours and filtered to give a yellow crystalline material which is r... The reactants are FC(C1=CC=C(C=C1)C1=C(C(=O)O)C=CC=N1)(F)F (2-(4-Trifluoromethyl-phenyl)-nicotinic acid), C(C(=O)Cl)(=O)Cl (oxalyl chloride), C(C)OC(=O)C=1C=NC2=CC(=CC=C2C1)N (7-amino-quinoline-3-carboxylic acid ethyl ester), N1=CC=CC=C1 (pyridine). The reagents and catalysts are CN(C1=CC=NC=C1)C (4-dimethylaminopyridine). Solvent: ClCCl (dichloromethane), ClCCl (dichloromethane), CN(C=O)C (dimethylformamide), C(Cl)(Cl)Cl (chloroform). Reaction conditions: time 2 hour. The product is C(C)OC(=O)C=1C=NC2=CC(=CC=C2C1)NC(=O)C=1C(=NC=CC1)C1=CC=C(C=C1)C(F)(F)F (7-{[2-(4-Trifluoromethyl-phenyl)-pyridine-3-carbonyl]-amino}-quinoline-3-carboxylic acid ethyl ester). Isolated yield 122.5%. Reaction SMILES: [F:1][C:2]([F:19])([F:18])[C:3]1[CH:8]=[CH:7][C:6]([C:9]2[N:17]=[CH:16][CH:15]=[CH:14][C:10]=2[C:11]([OH:13])=O)=[CH:5][CH:4]=1.C(Cl)(=O)C(Cl)=O.[CH2:26]([O:28][C:29]([C:31]1[CH:32]=[N:33][C:34]2[C:39]([CH:40]=1)=[CH:38][CH:37]=[C:36]([NH2:41])[CH:35]=2)=[O:30])[CH3:27].N1C=CC=CC=1>ClCCl.CN(C)C1C=CN=CC=1.C(Cl)(Cl)Cl.CN(C)C=O>[CH2:26]([O:28][C:29]([C:31]1[CH:32]=[N:33][C:34]2[C:39]([CH:40]=1)=[CH:38][CH:37]=[C:36]([NH:41][C:11]([C:10]1[C:9]([C:6]3[CH:5]=[CH:4][C:3]([C:2]([F:1])([F:19])[F:18])=[CH:8][CH:7]=3)=[N:17][CH:16]=[CH:15][CH:14]=1)=[O:13])[CH:35]=2)=[O:30])[CH3:27]. Procedure: 2-(4-Trifluoromethyl-phenyl)-nicotinic acid (534 mg, 2.0 mmol) was suspended in 10 ml of dichloromethane, and oxalyl chloride (0.7 ml, 8.0 mmol) was added followed by a drop of dimethylformamide. After 2 h at room temperature, the volatiles were removed under vacuum, and to the residue was added 10 ml of chloroform, 7-amino-quinoline-3-carboxylic acid ethyl ester (216 mg, 1.0 mmol), pyridine (0.2 ml, 2.5 mmol) and 4-dimethylaminopyridine (12 mg, 0.1 mmol). After heating at reflux overnight, the ... Starting materials: COCCBr, CC(C)(C)OC(=O)NCc1ccc(C(=O)Nc2ccc(Nc3nc(-c4ccc5cc(O)ccc5c4)cc4ccnn34)cc2)cc1, [H-], [Na+], CN(C)C=O. Yields the product COCCOc1ccc2cc(-c3cc4ccnn4c(Nc4ccc(NC(=O)c5ccc(CNC(=O)OC(C)(C)C)cc5)cc4)n3)ccc2c1. As a reaction SMILES: [Br:48][CH2:49][CH2:50][O:51][CH3:52].[C:1]([CH3:2])([CH3:3])([CH3:4])[O:5][C:6]([NH:7][CH2:8][c:9]1[cH:10][cH:11][c:12]([C:15]([NH:16][c:17]2[cH:18][cH:19][c:20]([NH:23][c:24]3[n:25][c:26](-[c:33]4[cH:34][c:35]5[cH:36][cH:37][c:38]([OH:43])[cH:39][c:40]5[cH:41][cH:42]4)[cH:27][c:28]4[n:29]3[n:30][cH:31][cH:32]4)[cH:21][cH:22]2)=[O:44])[cH:13][cH:14]1)=[O:45].[H-:47].[Na+:46].[O:53]=[CH:54][N:55]([CH3:56])[CH3:57]>>[C:1]([CH3:2])([CH3:3])([CH3:4])[O:5][C:6]([NH:7][CH2:8][c:9]1[cH:10][cH:11][c:12]([C:15]([NH:16][c:17]2[cH:18][cH:19][c:20]([NH:23][c:24]3[n:25][c:26](-[c:33]4[cH:34][c:35]5[cH:36][cH:37][c:38]([O:43][CH2:49][CH2:50][O:51][CH3:52])[cH:39][c:40]5[cH:41][cH:42]4)[cH:27][c:28]4[n:29]3[n:30][cH:31][cH:32]4)[cH:21][cH:22]2)=[O:44])[cH:13][cH:14]1)=[O:45].